From a dataset of the Open Reaction Database (ORD), a public repository of structured organic reaction records. describe an organic reaction: reactants, conditions, products, and yield Reactants: O=c1c(C2=NS(=O)(=O)c3cc(OCc4ccccc4)ccc3N2)c(O)c2ccccc2n1NC1CCCC1, O=C[O-], [NH4+], [OH-], [OH-], [Pd+2]. The product is O=c1c(C2=NS(=O)(=O)c3cc(O)ccc3N2)c(O)c2ccccc2n1NC1CCCC1. RXN SMILES: [CH2:1]([c:2]1[cH:3][cH:4][cH:5][cH:6][cH:7]1)[O:8][c:9]1[cH:10][c:11]2[c:12]([cH:37][cH:38]1)[NH:13][C:14]([c:19]1[c:20](=[O:36])[n:21]([NH:30][CH:31]3[CH2:32][CH2:33][CH2:34][CH2:35]3)[c:22]3[cH:23][cH:24][cH:25][cH:26][c:27]3[c:28]1[OH:29])=[N:15][S:16]2(=[O:17])=[O:18].[CH:39]([O-:40])=[O:41].[NH4+:42].[OH-:43].[OH-:45].[Pd+2:44]>>[OH:8][c:9]1[cH:10][c:11]2[c:12]([cH:37][cH:38]1)[NH:13][C:14]([c:19]1[c:20](=[O:36])[n:21]([NH:30][CH:31]3[CH2:32][CH2:33][CH2:34][CH2:35]3)[c:22]3[cH:23][cH:24][cH:25][cH:26][c:27]3[c:28]1[OH:29])=[N:15][S:16]2(=[O:17])=[O:18]. Starting materials: Methyl 4-{4-[S-(tert-butyl)-2-methyl(3-furyl)](1,3-thiazol-2-yl)}-5-methylthiothiophene-2-carboxylate, NC(C=1C=C(SC1C)C(=S)OC)=S (methyl 4-(aminothioxomethyl)-5-methylthiothiophene-2-carboxylate), C(C)(C)(C)C1=CC(=C(O1)C)C(CBr)=O (1-[5-(tert-butyl)-2-methyl(3-furyl)]-2-bromoethan-1-one). Product: C(C)(C)(C)C1=CC(=C(O1)C)C=1N=C(SC1)C=1C=C(SC1C)C(=S)OC (methyl 4-{4-[5-(tert-butyl)-2-methyl(3-furyl)](1,3-thiazol-2-yl)}-5-methylthiothiophene-2-carboxylate). The yield is 66.1%. RXN SMILES: [NH2:1][C:2](=[S:13])[C:3]1[CH:4]=[C:5]([C:9]([O:11][CH3:12])=[S:10])[S:6][C:7]=1[CH3:8].[C:14]([C:18]1[O:22][C:21]([CH3:23])=[C:20]([C:24](=O)[CH2:25]Br)[CH:19]=1)([CH3:17])([CH3:16])[CH3:15]>>[C:14]([C:18]1[O:22][C:21]([CH3:23])=[C:20]([C:24]2[N:1]=[C:2]([C:3]3[CH:4]=[C:5]([C:9]([O:11][CH3:12])=[S:10])[S:6][C:7]=3[CH3:8])[S:13][CH:25]=2)[CH:19]=1)([CH3:17])([CH3:16])[CH3:15]. Reported procedure: Methyl 4-{4-[S-(tert-butyl)-2-methyl(3-furyl)](1,3-thiazol-2-yl)}-5-methylthiothiophene-2-carboxylate: A solution of 955 mg (3.86 mmol) of methyl 4-(aminothioxomethyl)-5-methylthiothiophene-2-carboxylate (Maybridge, Cornwall, UK) was reacted with 1 g (3.86 mmol) of 1-[5-(tert-butyl)-2-methyl(3-furyl)]-2-bromoethan-1-one (1 g) in a manner similar to Example 8, step (a) to give methyl 4-{4-[5-(tert-butyl)-2-methyl(3-furyl)](1,3-thiazol-2-yl)}-5-methylthiothiophene-2-carboxylate (999 mg, 64%) as a ... The reactants are N#CC1CC(F)CN1C(=O)CNC12CCC(C(=O)O)(CC1)CC2, CCOC(=O)c1ccc(CBr)cc1. The product is CCOC(=O)c1ccc(COC(=O)C23CCC(NCC(=O)N4CC(F)CC4C#N)(CC2)CC3)cc1. As a reaction SMILES: [C:1](=[O:2])([OH:3])[C:4]12[CH2:5][CH2:6][C:7]([NH:12][CH2:13][C:14](=[O:15])[N:16]3[CH:17]([C:22]#[N:23])[CH2:18][CH:19]([F:21])[CH2:20]3)([CH2:8][CH2:9]1)[CH2:10][CH2:11]2.[CH2:24]([CH3:25])[O:26][C:27](=[O:28])[c:29]1[cH:30][cH:31][c:32]([CH2:33][Br:34])[cH:35][cH:36]1>>[C:1]([O:2][CH2:33][c:32]1[cH:31][cH:30][c:29]([C:27]([O:26][CH2:24][CH3:25])=[O:28])[cH:36][cH:35]1)(=[O:3])[C:4]12[CH2:5][CH2:6][C:7]([NH:12][CH2:13][C:14](=[O:15])[N:16]3[CH:17]([C:22]#[N:23])[CH2:18][CH:19]([F:21])[CH2:20]3)([CH2:8][CH2:9]1)[CH2:10][CH2:11]2. Reactants: C(C1=CC=CC=C1)OC(=O)NC(C(=O)OCC1=CC=CC=C1)CCP(=O)(OC)OC1=CC=C(C=C1)CC(=O)OCC1=CC=CC=C1 (benzyl 2-(N-benzyloxycarbonylamino)-4-{[4-(benzyloxycarbonylmethyl)phenyl] (methyl)phosphono}butanoate), [H][H] (hydrogen). The reagents and catalysts are [C].[Pd] (palladium-carbon). The solvent is C(C)(=O)O (acetic acid). Yields the product NC(C(=O)O)CCP(=O)(OC)OC1=CC=C(C=C1)CC(=O)O (2-amino-4-{[4-(carboxymethyl)phenyl](methyl)phosphono}butanoic acid). Isolated yield 63.8%. RXN SMILES: C(OC([NH:11][CH:12]([CH2:23][CH2:24][P:25]([O:29][C:30]1[CH:35]=[CH:34][C:33]([CH2:36][C:37]([O:39]CC2C=CC=CC=2)=[O:38])=[CH:32][CH:31]=1)([O:27][CH3:28])=[O:26])[C:13]([O:15]CC1C=CC=CC=1)=[O:14])=O)C1C=CC=CC=1.[H][H]>C(O)(=O)C.[C].[Pd]>[NH2:11][CH:12]([CH2:23][CH2:24][P:25]([O:29][C:30]1[CH:31]=[CH:32][C:33]([CH2:36][C:37]([OH:39])=[O:38])=[CH:34][CH:35]=1)([O:27][CH3:28])=[O:26])[C:13]([OH:15])=[O:14] |f:3.4|. Procedure: Next, 1.25 g (1.94 mmol) of benzyl 2-(N-benzyloxycarbonylamino)-4-{[4-(benzyloxycarbonylmethyl)phenyl] (methyl)phosphono}butanoate was dissolved in 20 mL of acetic acid and mixed with 200 mg of 5% palladium-carbon and hydrogen gas was introduced at room temperature for 3.5 hours. Thereafter, the palladium-carbon was removed by Celite filtration and the filtrate was vacuum-concentrated and the residue was purified by medium pressure reversed-phase chromatography (ODS-S-50B). The column was eluted... The reactants are [OH-].[Na+] (sodium hydroxide), FC(C1=NN(C(N1C1=CC(=CC=C1)C(=O)C)=S)C)(F)F (3-Trifluoromethyl-4,5-dihydro-1-methyl-4-(3-methylcarbonylphenyl)-1,2,4-triazol-5(1H)-thione), solution, C(CCC)[Li] (n-butyllithium). Reagents/catalysts: [Br-].C[P+](C1=CC=CC=C1)(C1=CC=CC=C1)C1=CC=CC=C1 (methyltriphenylphosphonium bromide). The solvent is O1CCCC1 (tetrahydrofuran), CCCCCC (hexane), O1CCCC1 (tetrahydrofuran). Run at time 2.5 hour. The product is FC(C1=NN(C(N1C1=CC(=CC=C1)C(=C)C)=S)C)(F)F (3-trifluoromethyl-4,5-dihydro-1-methyl-4-[3-(1-methylethenyl)phenyl]-1,2,4-triazol-5(1H)-thione). As a reaction SMILES: [CH2:1]([Li])CCC.[F:6][C:7]([F:25])([F:24])[C:8]1[N:12]([C:13]2[CH:18]=[CH:17][CH:16]=[C:15]([C:19]([CH3:21])=O)[CH:14]=2)[C:11](=[S:22])[N:10]([CH3:23])[N:9]=1.[OH-].[Na+]>CCCCCC.[Br-].C[P+](C1C=CC=CC=1)(C1C=CC=CC=1)C1C=CC=CC=1.O1CCCC1>[F:6][C:7]([F:25])([F:24])[C:8]1[N:12]([C:13]2[CH:18]=[CH:17][CH:16]=[C:15]([C:19]([CH3:1])=[CH2:21])[CH:14]=2)[C:11](=[S:22])[N:10]([CH3:23])[N:9]=1 |f:2.3,5.6|. Procedure: Under a dry nitrogen atmosphere 23.8 ml of a 1.55M solution of n-butyllithium in hexane was added dropwise to a stirred solution of 15.8 g (0.0443 mole) of methyltriphenylphosphonium bromide in 300 ml of dry tetrahydrofuran. This mixture was stirred at room temperature for 2.5 hours, and a solution of 11.1 g of the oil from Step B in 50 ml of tetrahydrofuran was added dropwise. After complete addition, the reaction mixture was heated at reflux for 2.5 hours. The mixture was cooled to room temper... The reactants are ONC(=N)C1=NC(=CC=C1)C=1C=NN(C1)C=1C=NC=CC1 (N-hydroxy-6-(1-pyridin-3-yl-1H-pyrazol-4-yl)pyridine-2-carboxamidine), BF3-ET2O, C(C)(=O)OCC (ethyl acetate), C(CC(O)(C(=O)[O-])CC(=O)[O-])(=O)[O-] (citrate), [Na+].[Cl-] (NaCl). Solvent: C1CCOC1.C(OCC)(OCC)OCC (THF triethyl orthoformate). Run at time 2 hour. Product: O1N=C(N=C1)C1=NC(=CC=C1)C=1C=NN(C1)C=1C=NC=CC1 (2-[1,2,4]Oxadiazol-3-yl-6-(1-pyridin-3-yl-1H-pyrazol-4-yl)pyridine). RXN SMILES: [OH:1][NH:2][C:3]([C:5]1[CH:10]=[CH:9][CH:8]=[C:7]([C:11]2[CH:12]=[N:13][N:14]([C:16]3[CH:17]=[N:18][CH:19]=[CH:20][CH:21]=3)[CH:15]=2)[N:6]=1)=[NH:4].[C:22](OCC)(=O)C.C([O-])(=O)CC(CC([O-])=O)(C([O-])=O)O.[Na+].[Cl-]>C1COCC1.C(OCC)(OCC)OCC>[O:1]1[CH:22]=[N:4][C:3]([C:5]2[CH:10]=[CH:9][CH:8]=[C:7]([C:11]3[CH:12]=[N:13][N:14]([C:16]4[CH:17]=[N:18][CH:19]=[CH:20][CH:21]=4)[CH:15]=3)[N:6]=2)=[N:2]1 |f:3.4,5.6|. Procedure: 0.24 g of N-hydroxy-6-(1-pyridin-3-yl-1H-pyrazol-4-yl)pyridine-2-carboxamidine (crude product from the previous step) was dissolved in THF/triethyl orthoformate, and 0.2 g of BF3-ET2O was added. After 2 h, ethyl acetate, aq. citrate buffer pH=6 and aq. NaCl were added and the aqueous phase was extracted 3 times with ethyl acetate. The combined organic phases were dried with MgSO4 and concentrated by evaporation, and the residue was purified by chromatography on silica gel (petroleum ether/aceton... The reactants are CC=1NC2=CC=C(C(=C2C1)C(F)(F)F)C#N (2-methyl-4-(trifluoromethyl)-1H-indole-5-carbonitrile), ClCC=1N=C(SC1)C1=CC=C(C=C1)Cl (4-(chloromethyl)-2-(4-chlorophenyl)-1,3-thiazole). Product: ClC1=CC=C(C=C1)C=1SC=C(N1)CN1C(=CC2=C(C(=CC=C12)C#N)C(F)(F)F)C (1-{[2-(4-Chlorophenyl)-1,3-thiazol-4-yl]methyl}-2-methyl-4-(trifluoromethyl)-1H-indole-5-carbonitrile). RXN SMILES: [CH3:1][C:2]1[NH:3][C:4]2[C:9]([CH:10]=1)=[C:8]([C:11]([F:14])([F:13])[F:12])[C:7]([C:15]#[N:16])=[CH:6][CH:5]=2.Cl[CH2:18][C:19]1[N:20]=[C:21]([C:24]2[CH:29]=[CH:28][C:27]([Cl:30])=[CH:26][CH:25]=2)[S:22][CH:23]=1>>[Cl:30][C:27]1[CH:26]=[CH:25][C:24]([C:21]2[S:22][CH:23]=[C:19]([CH2:18][N:3]3[C:4]4[C:9](=[C:8]([C:11]([F:12])([F:14])[F:13])[C:7]([C:15]#[N:16])=[CH:6][CH:5]=4)[CH:10]=[C:2]3[CH3:1])[N:20]=2)=[CH:29][CH:28]=1. Procedure: Synthesized as described in Example 4 using 2-methyl-4-(trifluoromethyl)-1H-indole-5-carbonitrile (Example 120) and 4-(chloromethyl)-2-(4-chlorophenyl)-1,3-thiazole: MS (ES) m/z 432 (M+1) and 434 (M+1, isotope). The reactants are ClC1=C2C(=NC=C1)C=C(S2)C=2N(C=CN2)C (7-chloro-2-(1-methyl-1H-imidazol-2-yl)thieno[3,2-b]pyridine), Cl (HCl), O1CCOCC1 (1,4-dioxane), CNC(=O)N1C(=CC2=CC(=CC=C12)N)C (5-amino-2-methylindole-1-carboxylic acid methylamide), resultant solution, C(=O)(O)[O-].[Na+] (NaHCO3). Solvent: CCOC(=O)C (EtOAc), O (water), CC(C)O (2-propanol). Product: CNC(=O)N1C(=CC2=CC(=CC=C12)NC1=C2C(=NC=C1)C=C(S2)C=2N(C=CN2)C)C (5-(2-[1-methyl-1H-imidazol-2-yl]thieno[3,2-b]pyridin-7-ylamino)-2-methylindole-1-carboxylic acid methylamide). Isolated yield 83.2%. As a reaction SMILES: [CH3:1][NH:2][C:3]([N:5]1[C:13]2[C:8](=[CH:9][C:10]([NH2:14])=[CH:11][CH:12]=2)[CH:7]=[C:6]1[CH3:15])=[O:4].Cl.O1CCOCC1.Cl[C:24]1[CH:29]=[CH:28][N:27]=[C:26]2[CH:30]=[C:31]([C:33]3[N:34]([CH3:38])[CH:35]=[CH:36][N:37]=3)[S:32][C:25]=12.C([O-])(O)=O.[Na+]>CC(O)C.O.CCOC(C)=O>[CH3:1][NH:2][C:3]([N:5]1[C:13]2[C:8](=[CH:9][C:10]([NH:14][C:24]3[CH:29]=[CH:28][N:27]=[C:26]4[CH:30]=[C:31]([C:33]5[N:34]([CH3:38])[CH:35]=[CH:36][N:37]=5)[S:32][C:25]=34)=[CH:11][CH:12]=2)[CH:7]=[C:6]1[CH3:15])=[O:4] |f:4.5|. Reported procedure: To a stirred slurry of 5-amino-2-methylindole-1-carboxylic acid methylamide (632 mg, 3.1 mmole), prepared in Example 1(a) step (iii), in 2-propanol (35 ml) was added 4.0 M HCl in 1,4-dioxane (0.75 ml, 3 mmole) followed by 7-chloro-2-(1-methyl-1H-imidazol-2-yl)thieno[3,2-b]pyridine (500 mg, 2 mmole), prepared as described in PCT application WO-99/24440, Example 149. The resultant solution was heated at reflux for 54 hours. After cooling to room temperature, the crude reaction mixture was poured i...